This data is from the Open Reaction Database (ORD), a public repository of structured organic reaction records. The task is: describe an organic reaction: reactants, conditions, products, and yield Reactants: Pd(tBu3P)2, [O-]P(=O)([O-])[O-].[K+].[K+].[K+] (K3PO4), ClC=1C(=NC2=CC=CC(=C2N1)C1=CC=2C(NCCC2N1)=O)C (2-(3-chloro-2-methylquinoxalin-5-yl)-6,7-dihydro-1H-pyrrolo[3,2-c]pyridin-4(5H)-one), Cl.FC([C@H](C)N)(F)F ((S)-1,1,1-trifluoropropan-2-amine hydrochloride), C(C)#N.O (ACN water). Run at temperature 100 celsius. Yields the product C(=O)(C(F)(F)F)O (TFA), CC1=NC2=CC=CC(=C2N=C1N[C@H](C(F)(F)F)C)C1=CC=2C(NCCC2N1)=O ((S)-2-(2-methyl-3-((1,1,1-trifluoropropan-2-yl)amino)quinoxalin-5-yl)-6,7-dihydro-1H-pyrrolo[3,2-c]pyridin-4(5H)-one). The yield is 16.0%. As a reaction SMILES: Cl[C:2]1[C:3]([CH3:22])=[N:4][C:5]2[C:10]([N:11]=1)=[C:9]([C:12]1[NH:20][C:19]3[CH2:18][CH2:17][NH:16][C:15](=[O:21])[C:14]=3[CH:13]=1)[CH:8]=[CH:7][CH:6]=2.Cl.[F:24][C:25]([F:30])([F:29])[C@@H:26]([NH2:28])[CH3:27].[O-]P([O-])([O-])=O.[K+].[K+].[K+].C(#N)C.[OH2:42]>>[C:26]([OH:21])([C:25]([F:30])([F:29])[F:24])=[O:42].[CH3:22][C:3]1[C:2]([NH:28][C@@H:26]([CH3:27])[C:25]([F:30])([F:29])[F:24])=[N:11][C:10]2[C:5](=[CH:6][CH:7]=[CH:8][C:9]=2[C:12]2[NH:20][C:19]3[CH2:18][CH2:17][NH:16][C:15](=[O:21])[C:14]=3[CH:13]=2)[N:4]=1 |f:1.2,3.4.5.6,7.8|. Procedure details: Prepared similarly to that described in Example 254 using 2-(3-chloro-2-methylquinoxalin-5-yl)-6,7-dihydro-1H-pyrrolo[3,2-c]pyridin-4(5H)-one (Example 254c; 34 mg, 0.109 mmol), (S)-1,1,1-trifluoropropan-2-amine hydrochloride (32.5 mg, 0.217 mmol, SynQuest Laboratories, Alachua, Fla.), Pd(tBu3P)2 (Strem, Newburyport, Mass.; 5.56 mg, 10.87 μmol), and K3PO4 (92 mg, 0.435 mmol), heating at 100° C. for 2 h. Purification by silica gel (100% DCM to 4% 2 M NH3 in MeOH/DCM) then by rpHPLC (Phenomenex Gem... The reactants are ClC=1C(=C2C(=NC1)NC(=N2)C=2C=NN(C2)C)NC21CC(C(CC2)(C1(C)C)C)=O (4-(6-chloro-2-(1-methyl-1H-pyrazol-4-yl)-3H-imidazo[4,5-b]pyridin-7-ylamino)-1,7,7-trimethylbicyclo[2.2.1]heptan-2-one), C(C)O.[BH4-].[Na+] (ethanol NaBH4). Reaction conditions: temperature 60 celsius. Product: ClC=1C(=C2C(=NC1)NC(=N2)C=2C=NN(C2)C)N[C@]21CC(C(CC2)(C1(C)C)C)O ((4S)-4-(6-chloro-2-(1-methyl-1H-pyrazol-4-yl)-3H-imidazo[4,5-b]pyridin-7-ylamino)-1,7,7-trimethylbicyclo[2.2.1]heptan-2-ol). Yield: 45.9%. As a reaction SMILES: [Cl:1][C:2]1[C:3]([NH:17][C:18]23[C:24]([CH3:26])([CH3:25])[C:21]([CH3:27])([CH2:22][CH2:23]2)[C:20](=[O:28])[CH2:19]3)=[C:4]2[N:10]=[C:9]([C:11]3[CH:12]=[N:13][N:14]([CH3:16])[CH:15]=3)[NH:8][C:5]2=[N:6][CH:7]=1.C(O)C.[BH4-].[Na+]>>[Cl:1][C:2]1[C:3]([NH:17][C@@:18]23[C:24]([CH3:25])([CH3:26])[C:21]([CH3:27])([CH2:22][CH2:23]2)[CH:20]([OH:28])[CH2:19]3)=[C:4]2[N:10]=[C:9]([C:11]3[CH:12]=[N:13][N:14]([CH3:16])[CH:15]=3)[NH:8][C:5]2=[N:6][CH:7]=1 |f:1.2.3|. Reported procedure: To a suspension of 4-(6-chloro-2-(1-methyl-1H-pyrazol-4-yl)-3H-imidazo[4,5-b]pyridin-7-ylamino)-1,7,7-trimethylbicyclo[2.2.1]heptan-2-one (Compound CXCIX) (90 mg, 0.228 mmol) in ethanol NaBH4 (85 mg, 2.26 mmol) was added and the reaction mixture was heated at 60° C. for 16 h when LCMS confirmed consumption of staring material and formation of desired product. The reaction mixture was allowed to come to rt and acidified to pH 5. Solvent was then removed and the residue was suspended in water and ... The reactants are C1CCOC1, CO, CC(C)(C)OC(=O)N1CCCC(C(OCC#N)c2cc(F)cc(Cl)c2)C1. Product: CC(C)(C)OC(=O)N1CCCC(C(OCCN)c2cc(F)cc(Cl)c2)C1. As a reaction SMILES: [CH2:29]1[O:30][CH2:31][CH2:32][CH2:33]1.[CH3:27][OH:28].[Cl:1][c:2]1[cH:3][c:4]([CH:9]([CH:10]2[CH2:11][N:12]([C:16](=[O:17])[O:18][C:19]([CH3:20])([CH3:21])[CH3:22])[CH2:13][CH2:14][CH2:15]2)[O:23][CH2:24][C:25]#[N:26])[cH:5][c:6]([F:8])[cH:7]1>>[Cl:1][c:2]1[cH:3][c:4]([CH:9]([CH:10]2[CH2:11][N:12]([C:16](=[O:17])[O:18][C:19]([CH3:20])([CH3:21])[CH3:22])[CH2:13][CH2:14][CH2:15]2)[O:23][CH2:24][CH2:25][NH2:26])[cH:5][c:6]([F:8])[cH:7]1.